From a dataset of the Open Reaction Database (ORD), a public repository of structured organic reaction records. describe an organic reaction: reactants, conditions, products, and yield Reactants: COC=1C=C(OC=2C=C(C(=O)OCC)C=CC2)C=CC1 (Ethyl 3-(3-methoxyphenoxy)benzoate). Run in [OH-].[Na+] (NaOH), O1CCOCC1 (dioxane). Reaction conditions: time 18 hour. Product: COC=1C=C(OC=2C=C(C(=O)O)C=CC2)C=CC1 (3-(3-Methoxyphenoxy)benzoic acid). RXN SMILES: [CH3:1][O:2][C:3]1[CH:4]=[C:5]([CH:18]=[CH:19][CH:20]=1)[O:6][C:7]1[CH:8]=[C:9]([CH:15]=[CH:16][CH:17]=1)[C:10]([O:12]CC)=[O:11]>[OH-].[Na+].O1CCOCC1>[CH3:1][O:2][C:3]1[CH:4]=[C:5]([CH:18]=[CH:19][CH:20]=1)[O:6][C:7]1[CH:8]=[C:9]([CH:15]=[CH:16][CH:17]=1)[C:10]([OH:12])=[O:11] |f:1.2|. Procedure details: Ethyl 3-(3-methoxyphenoxy)benzoate (0.090 g; 0.331 mmol) was dissolved in a mixture of NaOH 1M (2 mL) and dioxane (2 mL) and the reaction mixture was stirred at room temperature for 18 hours. The reaction mixture was concentrated under reduced pressure and the residue washed with dichloromethane, acidified to pH 2 with a 6N solution of hydrochloric acid in water, and extracted with ethyl acetate. The organic layer was dried and concentrated under reduced pressure to afford quantitatively the tit... The reactants are CC(C)(C)C(=O)Cl, C=Cc1ccccc1C1C(NC(=O)COc2ccccc2)C(=O)N1CC(=O)OCc1ccccc1. Product: C=Cc1ccccc1C1C(NC(=O)COc2ccccc2)C(=O)N1C(C(=O)OCc1ccccc1)C(=O)C(C)(C)C. RXN SMILES: [C:36]([C:37]([CH3:38])([CH3:39])[CH3:40])(=[O:41])[Cl:42].[O:1]([c:2]1[cH:3][cH:4][cH:5][cH:6][cH:7]1)[CH2:8][C:9](=[O:10])[NH:11][CH:12]1[C:13](=[O:35])[N:14]([CH2:24][C:25](=[O:26])[O:27][CH2:28][c:29]2[cH:30][cH:31][cH:32][cH:33][cH:34]2)[CH:15]1[c:16]1[c:17]([CH:18]=[CH2:19])[cH:20][cH:21][cH:22][cH:23]1>>[O:1]([c:2]1[cH:3][cH:4][cH:5][cH:6][cH:7]1)[CH2:8][C:9](=[O:10])[NH:11][CH:12]1[C:13](=[O:35])[N:14]([CH:24]([C:25](=[O:26])[O:27][CH2:28][c:29]2[cH:30][cH:31][cH:32][cH:33][cH:34]2)[C:36]([C:37]([CH3:38])([CH3:39])[CH3:40])=[O:41])[CH:15]1[c:16]1[c:17]([CH:18]=[CH2:19])[cH:20][cH:21][cH:22][cH:23]1.